From a dataset of the Open Reaction Database (ORD), a public repository of structured organic reaction records. describe an organic reaction: reactants, conditions, products, and yield Reactants: CCOC(=O)C(=O)OCC, CC[O-], CCO, CC(=O)C(C)Cc1ccccc1, [H-], [Na+], [Na+]. Product: CCOC(=O)C(=O)CC(=O)C(C)Cc1ccccc1. RXN SMILES: [CH2:15]([CH3:16])[O:17][C:18]([C:19](=[O:20])[O:21][CH2:22][CH3:23])=[O:24].[CH3:25][CH2:26][O-:27].[CH3:29][CH2:30][OH:31].[CH3:3][CH:4]([C:5]([CH3:6])=[O:7])[CH2:8][c:9]1[cH:10][cH:11][cH:12][cH:13][cH:14]1.[H-:1].[Na+:28].[Na+:2]>>[CH3:3][CH:4]([C:5]([CH2:6][C:19]([C:18]([O:17][CH2:15][CH3:16])=[O:24])=[O:20])=[O:7])[CH2:8][c:9]1[cH:10][cH:11][cH:12][cH:13][cH:14]1. Starting materials: [C-]#N.[K+] (potassium cyanide), C(=O)C=O (glyoxal), Cl (hydrochloric acid), [Cl-].[NH4+] (ammonium chloride), C(C1=CC=CC=C1)=O (benzaldehyde), [OH-].[Na+] (sodium hydroxide). Solvent: CO (methanol), O (water), C(Cl)Cl (methylene chloride). Conditions: temperature 25 celsius, time 6 hour. Yields the product C1(=CC=CC=C1)C=1C(NC=CN1)=O (3-Phenylpyrazin-2(1H)one). RXN SMILES: [C-:1]#[N:2].[K+].[Cl-].[NH4+:5].[CH:6](=O)[C:7]1[CH:12]=[CH:11][CH:10]=[CH:9][CH:8]=1.Cl.[CH:15]([CH:17]=O)=O.[OH-:19].[Na+]>C(Cl)Cl.CO.O>[C:7]1([C:6]2[C:1](=[O:19])[NH:2][CH:15]=[CH:17][N:5]=2)[CH:12]=[CH:11][CH:10]=[CH:9][CH:8]=1 |f:0.1,2.3,7.8|. Reported procedure: To a stirred solution of 0.3 mol. of potassium cyanide and 0.3 mol. of ammonium chloride in 100 ml. of water is added a solution of 0.3 mol. of benzaldehyde (Aldrich Chemical Co.) in 100 ml. of methanol. The reaction mixture is stirred at 25° C. for 6.0 hr. The oil layer is isolated and dissolved in methylene chloride. The solution is washed with water, dried and evaporated to give a brown oil. The oil is stirred with 150 ml. of concentrated hydrochloric acid for 1.0 hr. at 45° C. to precipitate... Reactants: C(C1=CC=CC=C1)Br (benzyl bromide), O (water), N[C@@H]1C[C@H](CC1)C(=O)O (trans-3-aminocyclopentanecarboxylic acid), C(=O)([O-])[O-].[K+].[K+] (K2CO3). Run in CC#N (CH3CN), CC#N (CH3CN). Reaction conditions: temperature 80 celsius. Product: C(C1=CC=CC=C1)N([C@@H]1C[C@H](CC1)C(=O)OCC1=CC=CC=C1)CC1=CC=CC=C1 (trans-benzyl 3-(dibenzylamino)cyclopentanecarboxylate). Yield: 90.6%. RXN SMILES: [NH2:1][C@H:2]1[CH2:6][CH2:5][C@H:4]([C:7](O)=O)[CH2:3]1.[C:10]([O-:13])([O-])=O.[K+].[K+].[CH2:16](Br)[C:17]1[CH:22]=[CH:21][CH:20]=[CH:19][CH:18]=1.[OH2:24]>CC#N>[CH2:16]([N:1]([CH2:16][C:17]1[CH:22]=[CH:21][CH:20]=[CH:19][CH:18]=1)[C@H:2]1[CH2:6][CH2:5][C@H:4]([C:7]([O:13][CH2:10][C:17]2[CH:22]=[CH:21][CH:20]=[CH:19][CH:18]=2)=[O:24])[CH2:3]1)[C:17]1[CH:22]=[CH:21][CH:20]=[CH:19][CH:18]=1 |f:1.2.3|. Procedure: To a 80° C. mixture of trans-3-aminocyclopentanecarboxylic acid (1 g, 7.74 mmol) and K2CO3 (3.2 g, 23.22 mmol) in CH3CN (20 mL) was added dropwise a solution of benzyl bromide (3.2 mL, 27.1 mmol) in CH3CN (10 mL). The mixture was heated at 80° C. overnight. The mixture was cooled and poured into water (150 mL) and extracted with EtOAc (100 mL*3). The combined extracts were dried over Na2SO4, filtered and concentrated in vacuo. The residue was purified by combi flash to give trans-benzyl 3-(diben... Isolated yield 45.0%. Run at temperature 55 celsius. The product is C1(=CC=CC=C1)CN(CC(CN1C(N=CC=C1)=O)O)CC1=CC=CC=C1 ((±)-1-[3-[bis(phenylmethyl)amino]-2-hydroxypropyl]-2(1H)pyrimidinone). Reactants: C([O-])([O-])=O.[Na+].[Na+] (sodium carbonate), C1(=CC=CC=C1)CN(CC1OC1)CC1=CC=CC=C1 (N,N-bis(phenylmethyl)oxiranmethanamine), O (Water), Cl.OC1=NC=CC=N1 (2-hydroxypyrimidine hydrochloride). Reaction SMILES: Cl.[OH:2][C:3]1[N:8]=[CH:7][CH:6]=[CH:5][N:4]=1.C(=O)([O-])[O-].[Na+].[Na+].[C:15]1([CH2:21][N:22]([CH2:27][C:28]2[CH:33]=[CH:32][CH:31]=[CH:30][CH:29]=2)[CH2:23][CH:24]2[CH2:26][O:25]2)[CH:20]=[CH:19][CH:18]=[CH:17][CH:16]=1.O>CO.C1(C)C=CC=CC=1>[C:28]1([CH2:27][N:22]([CH2:21][C:15]2[CH:20]=[CH:19][CH:18]=[CH:17][CH:16]=2)[CH2:23][CH:24]([OH:25])[CH2:26][N:4]2[CH:5]=[CH:6][CH:7]=[N:8][C:3]2=[O:2])[CH:29]=[CH:30][CH:31]=[CH:32][CH:33]=1 |f:0.1,2.3.4|. Procedure details: A solution of 2-hydroxypyrimidine hydrochloride (1:1) (0.075 mol) in methanol (150 ml) was stirred for 30 minutes and then added to a solution of sodium carbonate (0.075 mol) in methanol (20 ml). The mixture was stirred and refluxed for 15 minutes, and cooled to 55° C. A solution of N,N-bis(phenylmethyl)oxiranmethanamine (0.075 mol) in toluene (160 ml) was added dropwise and the reaction mixture was stirred at 50° C. overnight. Water (75 ml) was added and the mixture was stirred at 55° C. for 15... The solvent is CO (methanol), C1(=CC=CC=C1)C (toluene), CO (methanol). Reactants: ClCCl, O=C(O)CCc1ccc(Cl)cc1Cl, O=S(Cl)Cl. The product is O=C1CCc2c(Cl)cc(Cl)cc21. Reaction SMILES: [CH2:18]([Cl:19])[Cl:20].[Cl:5][c:6]1[c:7]([CH2:13][CH2:14][C:15](=[O:16])[OH:17])[cH:8][cH:9][c:10]([Cl:12])[cH:11]1.[S:1]([Cl:2])([Cl:3])=[O:4]>>[Cl:5][c:6]1[c:7]2[c:8]([cH:9][c:10]([Cl:12])[cH:11]1)[C:15](=[O:17])[CH2:14][CH2:13]2. Reactants: [N+](=O)([O-])C=1C=CC(=NC1)OC=1C=C2CCC(OC2=CC1)C1=CC=CC=C1 (5-nitro-2-(2-phenylchroman-6-yloxy)pyridine), C1(=CC=CC=C1)C1OC2=CC=C(C=C2CC1)O (2-phenylchroman-6-ol), ClC1=NC=C(C#N)C=C1 (6-chloro-nicotinonitrile). Solvent: example 1 ( b ). Yields the product C1(=CC=CC=C1)C1OC2=CC=C(C=C2CC1)OC1=NC=C(C#N)C=C1 (6-(2-Phenylchroman-6-yloxy)nicotinonitrile). As a reaction SMILES: [N+]([C:4]1[CH:5]=[CH:6][C:7]([O:10][C:11]2[CH:12]=[C:13]3[C:18](=[CH:19][CH:20]=2)[O:17][CH:16]([C:21]2[CH:26]=[CH:25][CH:24]=[CH:23][CH:22]=2)[CH2:15][CH2:14]3)=[N:8][CH:9]=1)([O-])=O.C1(C2CCC3C(=CC=C(O)C=3)O2)C=CC=CC=1.Cl[C:45]1C=CC(C#N)=C[N:46]=1>>[C:21]1([CH:16]2[CH2:15][CH2:14][C:13]3[C:18](=[CH:19][CH:20]=[C:11]([O:10][C:7]4[CH:6]=[CH:5][C:4]([C:45]#[N:46])=[CH:9][N:8]=4)[CH:12]=3)[O:17]2)[CH:26]=[CH:25][CH:24]=[CH:23][CH:22]=1. Reported procedure: 6-(2-Phenylchroman-6-yloxy)nicotinonitrile was prepared as described for 5-nitro-2-(2-phenylchroman-6-yloxy)pyridine in example 1 (b) using 500 mg of 2-phenylchroman-6-ol and replacing 2-chloro-5-nitropyridine by 337 mg of 6-chloro-nicotinonitrile. The product was purified by column chromatography using heptane-ethyl acetate as an eluant and then crystallised from 2-propanol. 1H NMR (400 MHz, d6-DMSO) δ: 8.65 (d, 1H, J 2.4 Hz), 8.28 (dd, 1H, 8.8, 2.4 Hz), 7.47-7.34 (m, 5H), 7.17 (d, 1H, J 8.8 Hz...